Dataset: the Open Reaction Database (ORD), a public repository of structured organic reaction records. Task: describe an organic reaction: reactants, conditions, products, and yield Reactants: C(CCCCCCCCCCCCCCC)NCCCCCCCCCCCCCCCC (di(hexadecyl)amine), OO (hydrogen peroxide). Run in C(C)O (ethanol). Run at time 48 hour. Yields the product C(CCCCCCCCCCCCCCC)N(O)CCCCCCCCCCCCCCCC (N,N-Di(hexadecyl)hydroxylamine), needles. As a reaction SMILES: [CH2:1]([NH:17][CH2:18][CH2:19][CH2:20][CH2:21][CH2:22][CH2:23][CH2:24][CH2:25][CH2:26][CH2:27][CH2:28][CH2:29][CH2:30][CH2:31][CH2:32][CH3:33])[CH2:2][CH2:3][CH2:4][CH2:5][CH2:6][CH2:7][CH2:8][CH2:9][CH2:10][CH2:11][CH2:12][CH2:13][CH2:14][CH2:15][CH3:16].[OH:34]O>C(O)C>[CH2:18]([N:17]([CH2:1][CH2:2][CH2:3][CH2:4][CH2:5][CH2:6][CH2:7][CH2:8][CH2:9][CH2:10][CH2:11][CH2:12][CH2:13][CH2:14][CH2:15][CH3:16])[OH:34])[CH2:19][CH2:20][CH2:21][CH2:22][CH2:23][CH2:24][CH2:25][CH2:26][CH2:27][CH2:28][CH2:29][CH2:30][CH2:31][CH2:32][CH3:33]. Reported procedure: The general procedure of Example 3 is followed using 100 grams (0.19 mol) of di(hexadecyl)amine (451 eq. wt., 88% secondary amine), 30.2 grams (0.44 mol) of 50% aqueous hydrogen peroxide solution and 400 ml of ethanol. After stirring for 48 hours, the reaction mixture is filtered to give the above-named product which is twice recrystallized from 500 ml of chloroform. The desired product is obtained in a yield of 29.4 grams (32%) as white needles melting at 97-99° C. Starting materials: OC1=C(C(=O)O)C=CC=N1 (2-hydroxy nicotinic acid), P(=O)(Cl)(Cl)Cl (phosphorous oxychloride), P(Cl)(Cl)(Cl)(Cl)Cl (phosphorous pentachloride). Run at time 12 hour. Product: ClC1=C(C(=O)O)C=CC=N1 (2-chloro-nicotinic acid). Reaction SMILES: O[C:2]1[N:10]=[CH:9][CH:8]=[CH:7][C:3]=1[C:4]([OH:6])=[O:5].P(Cl)(Cl)([Cl:13])=O.P(Cl)(Cl)(Cl)(Cl)Cl>>[Cl:13][C:2]1[N:10]=[CH:9][CH:8]=[CH:7][C:3]=1[C:4]([OH:6])=[O:5]. Reported procedure: Heat a mixture consisting of 24.4 g of 2-hydroxy nicotinic acid and 42 ml. of phosphorous oxychloride to 100°-108° C and hold for 1 hour. Add 36.4 g of phosphorous pentachloride and heat the resulting mixture at reflux for another hour. Remove the excess phosphorous oxychloride in vacuo and pour the viscous residue on ice with stirring. Age the resulting slurry at room temperature for about 12 hours. The slurry is filtered, washed and dried to yield 2-chloro-nicotinic acid, m.p. 190° C. Reactants: Cl (HCl), O[C@@H](CNC[C@H](C)NC(OC(C)(C)C)=O)C (tert-butyl (S)-1-[(R)-2-hydroxypropylamino]propan-2-ylcarbamate), C(C)(C)N(CC)C(C)C (diisopropylethylamine), ClC(=O)OCC1=CC=CC=C1 (benzyl chloroformate). Run in ClCCl (dichloromethane). Conditions: temperature 0 celsius, time 1 hour. Yields the product C(C)(C)(C)OC(=O)N[C@H](CN(C(OCC1=CC=CC=C1)=O)C[C@@H](C)O)C (benzyl {(2S)-2-[(tert-butoxycarbonyl)amino]propyl}[(2R)-2-hydroxypropyl]carbamate). The yield is 84.5%. RXN SMILES: [OH:1][C@H:2]([CH3:16])[CH2:3][NH:4][CH2:5][C@@H:6]([NH:8][C:9](=[O:15])[O:10][C:11]([CH3:14])([CH3:13])[CH3:12])[CH3:7].C(N(C(C)C)CC)(C)C.Cl[C:27]([O:29][CH2:30][C:31]1[CH:36]=[CH:35][CH:34]=[CH:33][CH:32]=1)=[O:28].Cl>ClCCl>[C:11]([O:10][C:9]([NH:8][C@@H:6]([CH3:7])[CH2:5][N:4]([CH2:3][C@H:2]([OH:1])[CH3:16])[C:27](=[O:28])[O:29][CH2:30][C:31]1[CH:36]=[CH:35][CH:34]=[CH:33][CH:32]=1)=[O:15])([CH3:14])([CH3:13])[CH3:12]. Procedure details: To a stirred solution of tert-butyl (S)-1-[(R)-2-hydroxypropylamino]propan-2-ylcarbamate (3.0 g, 12.93 mmol) and diisopropylethylamine (3.38 mL, 19.4 mmol) in anhydrous dichloromethane (100 mL) at 0° C. was added benzyl chloroformate (2.65 g, 15.5 mmol). After stirring at 0° C. for 1 hour, the cooling bath was removed and the reaction mixture was allowed to stir at room temperature for an additional 45 minutes. Reaction was complete as determined by TLC. The reaction mixture was added with 1N HC... The reactants are ClC1=NC2=CC=CC=CC2=C1C#N (2-chloro-3-cyano-1-azaazulene), C1(=CC=CC=C1)C(CN)C1=CC=CC=C1 (2,2-diphenylethylamine), O (water). The solvent is CN(C=O)C (dimethylformamide). Run at time 24 hour. Product: C(#N)C=1C(=NC2=CC=CC=CC12)NCC(C1=CC=CC=C1)C1=CC=CC=C1 (3-Cyano-2-(2,2-diphenylethylamino)-1-azaazulene). Isolated yield 78.6%. Reaction SMILES: Cl[C:2]1[C:11]([C:12]#[N:13])=[C:10]2[C:4](=[CH:5][CH:6]=[CH:7][CH:8]=[CH:9]2)[N:3]=1.[C:14]1([CH:20]([C:23]2[CH:28]=[CH:27][CH:26]=[CH:25][CH:24]=2)[CH2:21][NH2:22])[CH:19]=[CH:18][CH:17]=[CH:16][CH:15]=1.O>CN(C)C=O>[C:12]([C:11]1[C:2]([NH:22][CH2:21][CH:20]([C:14]2[CH:19]=[CH:18][CH:17]=[CH:16][CH:15]=2)[C:23]2[CH:28]=[CH:27][CH:26]=[CH:25][CH:24]=2)=[N:3][C:4]2[C:10]=1[CH:9]=[CH:8][CH:7]=[CH:6][CH:5]=2)#[N:13]. Reported procedure: To a solution of 0.38 g (0.002 mol) of 2-chloro-3-cyano-1-azaazulene in 7 ml of dimethylformamide were added 0.43 g (0.0022 mol) of 2,2-diphenylethylamine. The reaction mixture was stirred at room temperature for 24 hours. The reaction mixture was poured into water with ice to allow precipitate to separate out. The precipitate was filtered and dried to give 0.55 g of title compoind (yield: 78.6%). Reactants: COC1=C(C(=O)O)C=C(C(=C1)NC(=O)C)S(=O)CC (2-methoxy-4-acetamino-5-ethylsulphinyl benzoic acid), O (water), C1(CCCC1)N1C(CCC1)CN (1-cyclopentyl-2-aminomethylpyrrolidine), ClC(=O)OCC (ethyl chloroformate). The solvent is C(C)N(CC)CC (triethylamine), CC(=O)C (acetone). Conditions: time 2 hour. The product is C1(CCCC1)N1C(CCC1)CNC(C1=C(C=C(C(=C1)S(=O)CC)N)OC)=O (N-(1-cyclopentyl-2-pyrrolidinyl-methyl)-2-methoxy-4-amino-5-ethylsulphinyl benzamide). As a reaction SMILES: [CH3:1][O:2][C:3]1[CH:11]=[C:10]([NH:12]C(C)=O)[C:9]([S:16]([CH2:18][CH3:19])=[O:17])=[CH:8][C:4]=1[C:5]([OH:7])=O.O.ClC(OCC)=O.[CH:27]1([N:32]2[CH2:36][CH2:35][CH2:34][CH:33]2[CH2:37][NH2:38])[CH2:31][CH2:30][CH2:29][CH2:28]1>C(N(CC)CC)C.CC(C)=O>[CH:27]1([N:32]2[CH2:36][CH2:35][CH2:34][CH:33]2[CH2:37][NH:38][C:5](=[O:7])[C:4]2[CH:8]=[C:9]([S:16]([CH2:18][CH3:19])=[O:17])[C:10]([NH2:12])=[CH:11][C:3]=2[O:2][CH3:1])[CH2:31][CH2:30][CH2:29][CH2:28]1. Procedure: 85.5 g of 2-methoxy-4-acetamino-5-ethylsulphinyl benzoic acid, 85 ml of water, 342 ml of acetone and 31 g of triethylamine are placed in a 1 liter flask fitted with an agitator, a thermometer and a dropping funnel. The mixture is agitated until the solids dissolve, then 32.5 g of ethyl chloroformate is added drop by drop while the temperature is kept at about 10° C. The reaction medium is agitated for 30 minutes at room temperature then cooled to 5°-10° C. and 50.4 g of 1-cyclopentyl-2-aminometh... The reactants are O=C(O)C1CCc2c(Cc3ccccc3)cccc21, ClC(Cl)Cl, C1COCCO1, O, O=[Se]=O. The product is O=C(c1ccccc1)c1cccc2c1CCC2C(=O)O. RXN SMILES: [CH2:7]([c:8]1[cH:9][cH:10][cH:11][cH:12][cH:13]1)[c:14]1[c:15]2[c:19]([cH:20][cH:21][cH:22]1)[CH:18]([C:23](=[O:24])[OH:25])[CH2:17][CH2:16]2.[CH:30]([Cl:31])([Cl:32])[Cl:33].[O:1]1[CH2:2][CH2:3][O:4][CH2:5][CH2:6]1.[OH2:29].[Se:26](=[O:27])=[O:28]>>[O:1]=[C:7]([c:8]1[cH:9][cH:10][cH:11][cH:12][cH:13]1)[c:14]1[c:15]2[c:19]([cH:20][cH:21][cH:22]1)[CH:18]([C:23](=[O:24])[OH:25])[CH2:17][CH2:16]2. The reactants are CN, CCO, O=S(=O)(Cl)c1ccc(F)cc1. Product: CNS(=O)(=O)c1ccc(F)cc1. RXN SMILES: [CH3:1][NH2:2].[CH3:3][CH2:4][OH:5].[F:6][c:7]1[cH:8][cH:9][c:10]([S:13](=[O:14])(=[O:15])[Cl:16])[cH:11][cH:12]1>>[CH3:1][NH:2][S:13]([c:10]1[cH:9][cH:8][c:7]([F:6])[cH:12][cH:11]1)(=[O:14])=[O:15]. Reactants: BrC1=CC2=C(N=C(S2)[C@@H]2C[C@H](C2)N2[C@@H](CCC2)C)C=C1 (Trans-6-bromo-2-{3-[(2R)-2-methylpyrrolidin-1-yl]cyclobutyl}-1,3-benzothiazole), COC1=CC=C(C=N1)B(O)O (6-methoxy-3-pyridineboronic acid), N1=CN=CC(=C1)B(O)O (pyrimidine-5-boronic acid). Product: COC1=CC=C(C=N1)C1=CC2=C(N=C(S2)[C@@H]2C[C@H](C2)N2CCCC2)C=C1 (Trans-6-(6-methoxypyridin-3-yl)-2-(3-pyrrolidin-1-ylcyclobutyl)-1,3-benzothiazole). RXN SMILES: Br[C:2]1[CH:20]=[CH:19][C:5]2[N:6]=[C:7]([C@H:9]3[CH2:12][C@H:11]([N:13]4[CH2:17][CH2:16][CH2:15][C@H:14]4C)[CH2:10]3)[S:8][C:4]=2[CH:3]=1.[CH3:21][O:22][C:23]1[N:28]=[CH:27][C:26](B(O)O)=[CH:25][CH:24]=1.N1C=C(B(O)O)C=NC=1>>[CH3:21][O:22][C:23]1[N:28]=[CH:27][C:26]([C:2]2[CH:20]=[CH:19][C:5]3[N:6]=[C:7]([C@H:9]4[CH2:10][C@H:11]([N:13]5[CH2:14][CH2:15][CH2:16][CH2:17]5)[CH2:12]4)[S:8][C:4]=3[CH:3]=2)=[CH:25][CH:24]=1. Procedure details: The title compound was prepared according to the procedure described in Example 1F, substituting the product of Example 62A for the product of Example 1E and substituting 6-methoxy-3-pyridineboronic acid for pyrimidine-5-boronic acid. 1H NMR (300 MHz, CDCl3) δ ppm 8.43 (d, J=2.37 Hz, 1H) 8.03 (d, J=8.48 Hz, 1H) 7.97 (s, 1H), 7.83 (dd, J=8.65, 2.54 Hz, 1H) 7.61 (dd, J=8.48, 2.03 Hz, 1H) 6.85 (d, J=9.15 Hz, 1H) 4.01-4.10 (m, J=6.78 Hz, 1H) 4.00 (s, 3H) 3.35-3.70 (m, 1H) 2.68 (s, 6H) 1.93 (s, 2H) 1... The reactants are C(C)(C)(C)OC(=O)N[C@@H](CC1=CN(C2=CC=CC=C12)CCCC)C(=O)OC (Methyl N-tert-Butoxycarbonyl-1-n-Butyl-L-Tryptophanate), Cl.O1CCOCC1 (hydrogen chloride dioxane). Solvent: C(Cl)Cl (methylene chloride). Product: Cl.C(CCC)N1C=C(C[C@H](N)C(=O)OC)C2=CC=CC=C12 (Methyl 1-n-Butyl-L-Tryptophanate Hydrochloride). Isolated yield 63.0%. As a reaction SMILES: C(OC([NH:8][C@H:9]([C:24]([O:26][CH3:27])=[O:25])[CH2:10][C:11]1[C:19]2[C:14](=[CH:15][CH:16]=[CH:17][CH:18]=2)[N:13]([CH2:20][CH2:21][CH2:22][CH3:23])[CH:12]=1)=O)(C)(C)C.[ClH:28].O1CCOCC1>C(Cl)Cl>[ClH:28].[CH2:20]([N:13]1[C:14]2[C:19](=[CH:18][CH:17]=[CH:16][CH:15]=2)[C:11]([CH2:10][C@@H:9]([C:24]([O:26][CH3:27])=[O:25])[NH2:8])=[CH:12]1)[CH2:21][CH2:22][CH3:23] |f:1.2,4.5|. Reported procedure: The same procedures as in Example 143 were carried out from the compound obtained in Example 142 (4.2 g), 4 mol/L of hydrogen chloride-dioxane solution (14.0 mL), and methylene chloride (140 mL), to give the captioned compound (2.2 g, 63%) as crystals. Reactants: COc1cccc(C(C)CCCc2ccccc2)c1, Cl, Cl, O, c1ccncc1. Product: CC(CCCc1ccccc1)c1cccc(O)c1. Reaction SMILES: [CH3:1][O:2][c:3]1[cH:4][c:5]([CH:9]([CH3:10])[CH2:11][CH2:12][CH2:13][c:14]2[cH:15][cH:16][cH:17][cH:18][cH:19]2)[cH:6][cH:7][cH:8]1.[ClH:20].[ClH:27].[OH2:28].[n:21]1[cH:22][cH:23][cH:24][cH:25][cH:26]1>>[OH:2][c:3]1[cH:4][c:5]([CH:9]([CH3:10])[CH2:11][CH2:12][CH2:13][c:14]2[cH:15][cH:16][cH:17][cH:18][cH:19]2)[cH:6][cH:7][cH:8]1.